The task is: describe an organic reaction: reactants, conditions, products, and yield. This data is from the Open Reaction Database (ORD), a public repository of structured organic reaction records. Reaction SMILES: [C:1]12[C:7](=[CH:8][CH:9]=[CH:10][CH:11]=1)[NH:6]C(=O)[O:4][C:2]2=O.[N:13]1[CH:18]=[CH:17][CH:16]=[C:15]([CH2:19][CH2:20][CH2:21][CH2:22][NH2:23])[CH:14]=1.CS(C)=O.[OH-].[Na+].C(Cl)[Cl:31]>O>[ClH:31].[ClH:31].[NH2:6][C:7]1[CH:8]=[CH:9][CH:10]=[CH:11][C:1]=1[C:2]([NH:23][CH2:22][CH2:21][CH2:20][CH2:19][C:15]1[CH:14]=[N:13][CH:18]=[CH:17][CH:16]=1)=[O:4] |f:3.4,7.8.9|. The product is Cl.Cl.NC1=C(C(=O)NCCCCC=2C=NC=CC2)C=CC=C1 (2-Amino-N-[4-(3-pyridinyl)butyl]benzamide dihydrochloride). The reactants are C1=2C(=O)OC(NC1=CC=CC2)=O (isatoic anhydride), N1=CC(=CC=C1)CCCCN (4-(3-pyridinyl)butylamine), CS(=O)C (dimethylsulfoxide), [OH-].[Na+] (sodium hydroxide), C(Cl)Cl (methylene chloride). Procedure: A mixture of 3.25 g of isatoic anhydride, 3.0 g of 4-(3-pyridinyl)butylamine and 20 ml of dimethylsulfoxide was allowed to stand overnight at room temperature, then was treated with 40 ml of water, 10 ml of 1N sodium hydroxide and 200 ml of methylene chloride. The organic layer was separated, washed with water, dried over magnesium sulfate and concentrated. The oily residue was mixed with ethanolic hydrogen chloride and concentrated. The residue was triturated with ether to obtain the desired pr... Solvent: O (water). Run at time 8 hour. Starting materials: C(C)(C)(C)OC(=O)N1CCN(CC1)C(=O)C1=C(C(=CC2=CC=C(C=C12)F)CC(=O)OC)C (4-(7-fluoro-3-methoxycarbonylmethyl-2-methyl-naphthalene-1-carbonyl)-piperazine-1-carboxylic acid tert-butyl ester), FC(C(=O)O)(F)F (trifluoroacetic acid). The solvent is ClCCl (dichloromethane). Conditions: time 4 hour. The product is FC(C(=O)O)(F)F.COC(CC1=CC2=CC=C(C=C2C(=C1C)C(=O)N1CCNCC1)F)=O ([6-fluoro-3-methyl-4-(piperazine-1-carbonyl)-naphthalen-2-yl]-acetic acid methyl ester trifluoroacetate). As a reaction SMILES: C(OC([N:8]1[CH2:13][CH2:12][N:11]([C:14]([C:16]2[C:25]3[C:20](=[CH:21][CH:22]=[C:23]([F:26])[CH:24]=3)[CH:19]=[C:18]([CH2:27][C:28]([O:30][CH3:31])=[O:29])[C:17]=2[CH3:32])=[O:15])[CH2:10][CH2:9]1)=O)(C)(C)C.[F:33][C:34]([F:39])([F:38])[C:35]([OH:37])=[O:36]>ClCCl>[F:33][C:34]([F:39])([F:38])[C:35]([OH:37])=[O:36].[CH3:31][O:30][C:28](=[O:29])[CH2:27][C:18]1[C:17]([CH3:32])=[C:16]([C:14]([N:11]2[CH2:12][CH2:13][NH:8][CH2:9][CH2:10]2)=[O:15])[C:25]2[C:20](=[CH:21][CH:22]=[C:23]([F:26])[CH:24]=2)[CH:19]=1 |f:3.4|. Reported procedure: A solution of 4-(7-fluoro-3-methoxycarbonylmethyl-2-methyl-naphthalene-1-carbonyl)-piperazine-1-carboxylic acid tert-butyl ester (410 mg, 0.92 mmol) in dichloromethane (10 mL) was treated with trifluoroacetic acid (2.5 mL) at room temperature, and stirred for 4 hours. The resulting mixture was concentrated in vacuo to afford [6-fluoro-3-methyl-4-(piperazine-1-carbonyl)-naphthalen-2-yl]-acetic acid methyl ester trifluoroacetate as a viscous oil which was used in the next step without further puri...